From a dataset of the Open Reaction Database (ORD), a public repository of structured organic reaction records. describe an organic reaction: reactants, conditions, products, and yield Reactants: ClC1=NC(=NC2=CC=CC=C12)C(=O)C1=CC(=C(C=C1)F)OC ((4-chloroquinazolin-2-yl)(4-fluoro-3-methoxyphenyl)methanone), CC1=CC(=NN1)N (5-methyl-1H-pyrazol-3-amine), [I-].[K+] (potassium iodide), CCN(C(C)C)C(C)C (DIEA). The solvent is CN(C)C=O (DMF), O (water). Run at time 20 hour. Product: FC1=C(C=C(C=C1)C(=O)C1=NC2=CC=CC=C2C(=N1)NC1=NNC(=C1)C)OC ((4-fluoro-3-methoxyphenyl)(4-(5-methyl-1H-pyrazol-3-ylamino)quinazolin-2-yl)methanone). Yield: 75.0%. As a reaction SMILES: Cl[C:2]1[C:11]2[C:6](=[CH:7][CH:8]=[CH:9][CH:10]=2)[N:5]=[C:4]([C:12]([C:14]2[CH:19]=[CH:18][C:17]([F:20])=[C:16]([O:21][CH3:22])[CH:15]=2)=[O:13])[N:3]=1.[CH3:23][C:24]1[NH:28][N:27]=[C:26]([NH2:29])[CH:25]=1.[I-].[K+].CCN(C(C)C)C(C)C>CN(C=O)C.O>[F:20][C:17]1[CH:18]=[CH:19][C:14]([C:12]([C:4]2[N:3]=[C:2]([NH:29][C:26]3[CH:25]=[C:24]([CH3:23])[NH:28][N:27]=3)[C:11]3[C:6](=[CH:7][CH:8]=[CH:9][CH:10]=3)[N:5]=2)=[O:13])=[CH:15][C:16]=1[O:21][CH3:22] |f:2.3|. Procedure: A mixture of (4-chloroquinazolin-2-yl)(4-fluoro-3-methoxyphenyl)methanone (337 mg, 1.06 mmol), 5-methyl-1H-pyrazol-3-amine (206 mg, 2.12 mmol), potassium iodide (528 mg, 3.18 mmol) and DIEA (0.37 mL, 2.13 mmol) in DMF (10 mL) was stirred at rt for 20 h. To the mixture was added water (80 mL) and the resulting solid was collected by filtration and washed with water and then diethyl ether. The solid was dried to afford (4-fluoro-3-methoxyphenyl)(4-(5-methyl-1H-pyrazol-3-ylamino)quinazolin-2-yl)met... Reactants: BrCC1=CC=C(C=C1)C=1C=C(C2=C(N1)N(N=C2)C(C)C)C(=O)NCC=2C(NC(=CC2C)C)=O (6-(4-(bromomethyl)phenyl)-N-((4,6-dimethyl-2-oxo-1,2-dihydropyridin-3-yl)methyl)-1-isopropyl-1H-pyrazolo[3,4-b]pyridine-4-carboxamide), CN1CCNCC1 (1-methylpiperazine), CCOC(=O)C (EtOAc), O (water). Solvent: CN(C)C=O (DMF). Reaction conditions: time 8 hour. Yields the product CC1=C(C(NC(=C1)C)=O)CNC(=O)C=1C2=C(N=C(C1)C1=CC=C(C=C1)CN1CCN(CC1)C)N(N=C2)C(C)C (N-((4,6-dimethyl-2-oxo-1,2-dihydropyridin-3-yl)methyl)-1-isopropyl-6-(4-((4-methylpiperazin-1-yl)methyl)phenyl)-1H-pyrazolo[3,4-b]pyridine-4-carboxamide). The yield is 5.0%. As a reaction SMILES: Br[CH2:2][C:3]1[CH:8]=[CH:7][C:6]([C:9]2[CH:10]=[C:11]([C:21]([NH:23][CH2:24][C:25]3[C:26](=[O:33])[NH:27][C:28]([CH3:32])=[CH:29][C:30]=3[CH3:31])=[O:22])[C:12]3[CH:17]=[N:16][N:15]([CH:18]([CH3:20])[CH3:19])[C:13]=3[N:14]=2)=[CH:5][CH:4]=1.[CH3:34][N:35]1[CH2:40][CH2:39][NH:38][CH2:37][CH2:36]1.O.CCOC(C)=O>CN(C=O)C>[CH3:31][C:30]1[CH:29]=[C:28]([CH3:32])[NH:27][C:26](=[O:33])[C:25]=1[CH2:24][NH:23][C:21]([C:11]1[C:12]2[CH:17]=[N:16][N:15]([CH:18]([CH3:20])[CH3:19])[C:13]=2[N:14]=[C:9]([C:6]2[CH:5]=[CH:4][C:3]([CH2:2][N:38]3[CH2:39][CH2:40][N:35]([CH3:34])[CH2:36][CH2:37]3)=[CH:8][CH:7]=2)[CH:10]=1)=[O:22]. Reported procedure: To a stirred solution of 6-(4-(bromomethyl)phenyl)-N-((4,6-dimethyl-2-oxo-1,2-dihydropyridin-3-yl)methyl)-1-isopropyl-1H-pyrazolo[3,4-b]pyridine-4-carboxamide (1 equiv.) in dry DMF, 1-methylpiperazine (5 equiv.) was added at 0° C. and reaction mixture was stirred for overnight. After completion of reaction, water was added to it and extraction was carried out using EtOAc. The combined organic layers were washed with water; dried over anhydrous Na2SO4; filtered and concentrated under reduced pres... The reactants are Clc1cc2nc(Br)[nH]c2cc1Cl, CC(=O)OCC1OC(OC(C)=O)C(OC(C)=O)C1OC(C)=O, CC#N, CCOC(C)=O, O=C1N=c2cc(Cl)c(Cl)cc2=N1. Product: CC(=O)OCC1OC(n2c(Br)nc3cc(Cl)c(Cl)cc32)C(OC(C)=O)C1OC(C)=O. As a reaction SMILES: [Br:1][c:2]1[nH:3][c:4]2[c:5]([n:6]1)[cH:7][c:8]([Cl:12])[c:9]([Cl:11])[cH:10]2.[C:25]([O:26][CH:29]1[CH:30]([O:31][C:32]([CH3:33])=[O:34])[CH:35]([O:36][C:37]([CH3:38])=[O:39])[CH:40]([CH2:42][O:43][C:44]([CH3:45])=[O:46])[O:41]1)(=[O:27])[CH3:28].[CH3:47][C:48]#[N:49].[CH3:50][CH2:51][O:52][C:53]([CH3:54])=[O:55].[Cl:13][c:14]1[c:15]([Cl:16])[cH:17][c:18]2[c:23]([cH:24]1)=[N:22][C:20](=[O:21])[N:19]=2>>[Br:1][c:2]1[n:3]([CH:29]2[CH:30]([O:31][C:32]([CH3:33])=[O:34])[CH:35]([O:36][C:37]([CH3:38])=[O:39])[CH:40]([CH2:42][O:43][C:44]([CH3:45])=[O:46])[O:41]2)[c:4]2[c:5]([n:6]1)[cH:7][c:8]([Cl:12])[c:9]([Cl:11])[cH:10]2. Starting materials: FC=1C=C(C=CC1)C1=C(N=C2N(C1=O)C(=CC=C2)C)CO (3-(3-fluorophenyl)-2-(hydroxymethyl)-6-methyl-4H-pyrido[1,2-a]-pyrimidin-4-one). Reagents/catalysts: [O-2].[Mn+4].[O-2] (manganese(IV) oxide). Solvent: C1(=CC=CC=C1)C (toluene), CCCCCC (hexane). Run at time 3 hour. Yields the product FC=1C=C(C=CC1)C1=C(N=C2N(C1=O)C(=CC=C2)C)C=O (3-(3-fluorophenyl)-6-methyl-4-oxo-4H-pyrido[1,2-a]pyrimidine-2-carbaldehyde). Reaction SMILES: [F:1][C:2]1[CH:3]=[C:4]([C:8]2[C:13](=[O:14])[N:12]3[C:15]([CH3:19])=[CH:16][CH:17]=[CH:18][C:11]3=[N:10][C:9]=2[CH2:20][OH:21])[CH:5]=[CH:6][CH:7]=1>C1(C)C=CC=CC=1.CCCCCC.[O-2].[Mn+4].[O-2]>[F:1][C:2]1[CH:3]=[C:4]([C:8]2[C:13](=[O:14])[N:12]3[C:15]([CH3:19])=[CH:16][CH:17]=[CH:18][C:11]3=[N:10][C:9]=2[CH:20]=[O:21])[CH:5]=[CH:6][CH:7]=1 |f:3.4.5|. Procedure details: A mixture of 3-(3-fluorophenyl)-2-(hydroxymethyl)-6-methyl-4H-pyrido[1,2-a]-pyrimidin-4-one (2.0005 g, 7.037 mmol, Prepared in Example 1) and manganese(IV) oxide (6.118 g, 70.37 mmol) in toluene (46.91 mL) was heated to reflux. After 3 h, the mixture was cooled to rt and filtered through a pad of Celite™. The pad was rinsed with DCM (200 mL). The filtrate was concd under reduced pressure to give an orange solid. The orange solid was suspended in hexane (50 mL), sonicated, and filtered to give 3-...